From a dataset of the Open Reaction Database (ORD), a public repository of structured organic reaction records. describe an organic reaction: reactants, conditions, products, and yield The reactants are O=C([O-])O, CCOC(=O)CCc1cc2cc(C#N)ccc2[nH]1, CCO, Cl, NO, [Na+]. Product: CCOC(=O)CCc1cc2cc(C(=N)NO)ccc2[nH]1. RXN SMILES: [C:4](=[O:5])([OH:6])[O-:7].[C:9](#[N:10])[c:11]1[cH:12][c:13]2[cH:14][c:15]([CH2:20][CH2:21][C:22](=[O:23])[O:24][CH2:25][CH3:26])[nH:16][c:17]2[cH:18][cH:19]1.[CH3:27][CH2:28][OH:29].[ClH:1].[NH2:2][OH:3].[Na+:8]>>[NH:2]([OH:3])[C:9](=[NH:10])[c:11]1[cH:12][c:13]2[cH:14][c:15]([CH2:20][CH2:21][C:22](=[O:23])[O:24][CH2:25][CH3:26])[nH:16][c:17]2[cH:18][cH:19]1. Reactants: C(c1ccccc1c1ccccc1)=O, CC1=CN=C(C=C1)N, [C-]#[N+]C1CCCCC1. Reagents/catalysts: O=C(O)C(F)(F)F (trifluoroacetic acid). Run in CC(C)O (isopropyl alcohol), CC(C)O (isopropylalcohol). Run at temperature 22 celsius, time 20 hour. Product: Cc1ccc2nc(c3ccccc3c3ccccc3)c(NC3CCCCC3)n2c1. Isolated yield 20.1%. As a reaction SMILES: CC1=CC=C(N)N=C1.[C-]#[N+]C1CCCCC1.O=CC1=C(C=CC=C1)C1=CC=CC=C1>>CC1=CN2C(C=C1)=NC(=C2NC1CCCCC1)C1=CC=CC=C1C1=CC=CC=C1. Reactants: [N-]=C=O, COc1ccccc1N=C=O, C1CCOC1, O=C(C1C=C2c3cccc4[nH]cc(c34)CC2NC1)N1CCCC1. Product: COc1ccccc1NC(=O)N1CC(C(=O)N2CCCC2)C=C2c3cccc4[nH]cc(c34)CC21. Reaction SMILES: [N-:35]=[C:36]=[O:37].[N:24](=[C:25]=[O:26])[c:27]1[c:28]([O:33][CH3:34])[cH:29][cH:30][cH:31][cH:32]1.[O:38]1[CH2:39][CH2:40][CH2:41][CH2:42]1.[cH:1]1[cH:2][cH:3][c:4]2[nH:5][cH:6][c:7]3[c:8]2[c:9]1[C:10]1=[CH:11][CH:12]([C:17](=[O:18])[N:19]2[CH2:20][CH2:21][CH2:22][CH2:23]2)[CH2:13][NH:14][CH:15]1[CH2:16]3>>[cH:1]1[cH:2][cH:3][c:4]2[nH:5][cH:6][c:7]3[c:8]2[c:9]1[C:10]1=[CH:11][CH:12]([C:17](=[O:18])[N:19]2[CH2:20][CH2:21][CH2:22][CH2:23]2)[CH2:13][N:14]([C:25]([NH:24][c:27]2[c:28]([O:33][CH3:34])[cH:29][cH:30][cH:31][cH:32]2)=[O:26])[CH:15]1[CH2:16]3. Reactants: ClC1=CC(=C(C=C1OS(=O)(=O)C)N=C1SCC2N1CCC2)F (3-(4-Chloro-2-fluoro-5-methylsulphonyloxyphenylimino)-tetrahydro-1H,3H-pyrrolo[1,2-c]thiazole), [OH-].[Na+] (caustic soda), Cl (hydrochloric acid). The solvent is C(C)O (ethanol). Run at temperature 40 celsius, time 4 hour. Product: ClC1=CC(=C(C=C1O)N=C1SCC2N1CCC2)F (3-(4-Chloro-2-fluoro-5-hydroxyphenylimino)tetrahydro-1H,3H-pyrrolo[1,2-c]thiazole). RXN SMILES: [Cl:1][C:2]1[C:7]([O:8]S(C)(=O)=O)=[CH:6][C:5]([N:13]=[C:14]2[N:18]3[CH2:19][CH2:20][CH2:21][CH:17]3[CH2:16][S:15]2)=[C:4]([F:22])[CH:3]=1.[OH-].[Na+].Cl>C(O)C>[Cl:1][C:2]1[C:7]([OH:8])=[CH:6][C:5]([N:13]=[C:14]2[N:18]3[CH2:19][CH2:20][CH2:21][CH:17]3[CH2:16][S:15]2)=[C:4]([F:22])[CH:3]=1 |f:1.2|. Procedure details: 22 g 3-(4-Chloro-2-fluoro-5-methylsulphonyloxyphenylimino)-tetrahydro-1H,3H-pyrrolo[1,2-c]thiazole in 400 ml ethanol was treated with 400 ml 2 N caustic soda and stirred at 40° C. for 4 hours. With ice cooling it was then neutralised with 10% hydrochloric acid and extracted with methylene chloride. After drying over magnesium sulphate and concentrating, the residue was recrystallised from isopropanol. Reactants: C1(=CC=CC=C1)O (phenol), C(Cl)C1CO1 (epichlorhydrin). Reagents/catalysts: Cl.N1CCCCC1 (piperidine hydrochloride). Conditions: time 0.5 hour. Yields the product ClCC(COC1=CC=CC=C1)O (1-chloro-3-phenoxy-2-propanol). The yield is 62.4%. Reaction SMILES: [C:1]1([OH:7])[CH:6]=[CH:5][CH:4]=[CH:3][CH:2]=1.[CH2:8]([CH:10]1[O:12][CH2:11]1)[Cl:9]>Cl.N1CCCCC1>[Cl:9][CH2:8][CH:10]([OH:12])[CH2:11][O:7][C:1]1[CH:6]=[CH:5][CH:4]=[CH:3][CH:2]=1 |f:2.3|. Procedure: A mixture of phenol (94 g; 1.0 mole) and epichlorhydrin (138.8 g; 1.5 mole) was vigorously stirred at 100° C. in the presence of piperidine hydrochloride (2.0 g) for 6 hours, cooled, and the excess epichlorhydrin removed at 100° in vacuo. The residue was cooled, dissolved in an equal volume of chloroform and stirred vigorously with excess concentrated hydrochloric acid for 0.5 hours. After separatiin of the phases the organic layer was washed with water, dried and evaporated to a colourless oil....